This data is from the Open Reaction Database (ORD), a public repository of structured organic reaction records. The task is: describe an organic reaction: reactants, conditions, products, and yield The reactants are OC1=C(C=NC=C1C#N)I (4-hydroxy-5-iodonicotinonitrile), O=P(Cl)(Cl)Cl (POCl3). Reaction conditions: temperature 100 celsius. The product is ClC1=C(C=NC=C1C#N)I (4-chloro-5-iodonicotinonitrile). The yield is 75.0%. Reaction SMILES: O[C:2]1[C:7]([C:8]#[N:9])=[CH:6][N:5]=[CH:4][C:3]=1[I:10].O=P(Cl)(Cl)[Cl:13]>>[Cl:13][C:2]1[C:7]([C:8]#[N:9])=[CH:6][N:5]=[CH:4][C:3]=1[I:10]. Reported procedure: A mixture of 4-hydroxy-5-iodonicotinonitrile (57.5 g, 234 mmol) and POCl3 (200 mL) was heated at 100° C. for 2 hours, cooled to room temperature and evaporated to remove excess POCl3. The residue was cooled in an ice-water bath, adjusted to pH 8-9 with aqueous 10 N NaOH and extracted with ethyl acetate. The combined organics were washed with water and brine, dried over magnesium sulfate and concentrated. The resulting solid residue was washed with a minimum amount of methanol and methylene chlor... The reactants are [BH4-], CCOC(=O)c1cnc(Cn2c(C)cc(OCc3ccc(F)cc3F)c(Br)c2=O)cn1, CC(C)(C)O, C1CCOC1, CO, CC(=O)O, [Na+]. Product: Cc1cc(OCc2ccc(F)cc2F)c(Br)c(=O)n1Cc1cnc(CO)cn1. Reaction SMILES: [BH4-:37].[Br:1][c:2]1[c:3](=[O:31])[n:4]([CH2:19][c:20]2[n:21][cH:22][c:23]([C:26](=[O:27])[O:28][CH2:29][CH3:30])[n:24][cH:25]2)[c:5]([CH3:18])[cH:6][c:7]1[O:8][CH2:9][c:10]1[c:11]([F:17])[cH:12][c:13]([F:16])[cH:14][cH:15]1.[C:41]([OH:42])([CH3:43])([CH3:44])[CH3:45].[CH2:32]1[O:33][CH2:34][CH2:35][CH2:36]1.[CH3:39][OH:40].[CH3:46][C:47](=[O:48])[OH:49].[Na+:38]>>[Br:1][c:2]1[c:3](=[O:31])[n:4]([CH2:19][c:20]2[n:21][cH:22][c:23]([CH2:26][OH:27])[n:24][cH:25]2)[c:5]([CH3:18])[cH:6][c:7]1[O:8][CH2:9][c:10]1[c:11]([F:17])[cH:12][c:13]([F:16])[cH:14][cH:15]1.